Dataset: the Open Reaction Database (ORD), a public repository of structured organic reaction records. Task: describe an organic reaction: reactants, conditions, products, and yield Reactants: CCOC(=O)C(C)C(=O)OCC, CN(C)C=O, O=[N+]([O-])c1cc(Cl)c(Cl)cc1Cl, [H-], [H][H], [Na+]. The product is CCOC(=O)C(Cc1cc(Cl)c([N+](=O)[O-])cc1Cl)C(=O)OCC. As a reaction SMILES: [CH2:1]([CH3:2])[O:3][C:4]([CH:5]([C:6](=[O:7])[O:8][CH2:9][CH3:10])[CH3:11])=[O:12].[CH3:29][N:30]([CH3:31])[CH:32]=[O:33].[Cl:17][c:18]1[c:19]([Cl:28])[cH:20][c:21]([Cl:27])[c:22]([N+:24](=[O:25])[O-:26])[cH:23]1.[H-:13].[H:15][H:16].[Na+:14]>>[CH2:1]([CH3:2])[O:3][C:4]([CH:5]([C:6](=[O:7])[O:8][CH2:9][CH3:10])[CH2:11][c:19]1[c:18]([Cl:17])[cH:23][c:22]([N+:24](=[O:25])[O-:26])[c:21]([Cl:27])[cH:20]1)=[O:12]. Starting materials: NC1=C(C=C(C=C1)C(=O)OC)O (2-amino-5-methoxycarbonylphenol), C(C)(=O)OCC (ethyl acetate), C(O)([O-])=O.[Na+] (sodium hydrogen carbonate), BrC(C(=O)Br)CCCC (2-bromohexanoyl bromide). Run in O (water). Reaction conditions: time 10 minute. Yields the product C(CCC)C1OC2=C(NC1=O)C=CC(=C2)C(=O)OC (2-butyl-7-methoxycarbonyl-3-oxo-3,4-dihydro-2H-1,4-benzoxazine). Yield: 81.7%. RXN SMILES: [NH2:1][C:2]1[CH:7]=[CH:6][C:5]([C:8]([O:10][CH3:11])=[O:9])=[CH:4][C:3]=1[OH:12].C(OCC)(=O)C.C(=O)([O-])O.[Na+].Br[CH:25]([CH2:29][CH2:30][CH2:31][CH3:32])[C:26](Br)=[O:27]>O>[CH2:29]([CH:25]1[C:26](=[O:27])[NH:1][C:2]2[CH:7]=[CH:6][C:5]([C:8]([O:10][CH3:11])=[O:9])=[CH:4][C:3]=2[O:12]1)[CH2:30][CH2:31][CH3:32] |f:2.3|. Reported procedure: To a solution of 2-amino-5-methoxycarbonylphenol [Tetrahedron, 4.6 (15), 5177-5186 (1990)] (8.0 g) in a mixed solvent of ethyl acetate (200 ml) and water (200 ml) were added sodium hydrogen carbonate (11.18 g) and 2-bromohexanoyl bromide (12.73 g) and the mixture was stirred at room temperature for 10 minutes. The organic layer was separated and the solvent was distilled off under reduced pressure. The resulting residue was dissolved in dimethylformamide (300 ml), to the solution was added potas... Starting materials: CCOC(=O)C1=C(C)NC(C(OCC)OCC)=C(C(=O)OCC)C1c1cccs1, CC(C)=O. Yields the product CCOC(=O)C1=C(C)NC(C=O)=C(C(=O)OCC)C1c1cccs1. Reaction SMILES: [CH3:1][C:2]1=[C:7]([C:8](=[O:9])[O:10][CH2:11][CH3:12])[CH:6]([c:13]2[s:14][cH:15][cH:16][cH:17]2)[C:5]([C:18](=[O:19])[O:20][CH2:21][CH3:22])=[C:4]([CH:23]([O:24][CH2:28][CH3:29])[O:25][CH2:26][CH3:27])[NH:3]1.[CH3:30][C:31](=[O:32])[CH3:33]>>[CH3:1][C:2]1=[C:7]([C:8](=[O:9])[O:10][CH2:11][CH3:12])[CH:6]([c:13]2[s:14][cH:15][cH:16][cH:17]2)[C:5]([C:18](=[O:19])[O:20][CH2:21][CH3:22])=[C:4]([CH:23]=[O:24])[NH:3]1. The reactants are N1=CC=C(C=C1)C1=C2CC(NC2=CC=C1)=O (4-Pyridin-4-yl-1,3-dihydroindol-2-one), N1C(=CC=2CCCCC12)C=O (4,5,6,7-tetrahydro-1H-indole-2-carbaldehyde). The product is N1=CC=C(C=C1)C1=C2C(C(NC2=CC=C1)=O)=CC=1NC=2CCCCC2C1 (4-Pyridin-4-yl-3-(4,5,6,7-tetrahydro-1H-indol-2-ylmethylene)-1,3-dihydroindol-2-one). RXN SMILES: [N:1]1[CH:6]=[CH:5][C:4]([C:7]2[CH:15]=[CH:14][CH:13]=[C:12]3[C:8]=2[CH2:9][C:10](=[O:16])[NH:11]3)=[CH:3][CH:2]=1.[NH:17]1[C:25]2[CH2:24][CH2:23][CH2:22][CH2:21][C:20]=2[CH:19]=[C:18]1[CH:26]=O>>[N:1]1[CH:6]=[CH:5][C:4]([C:7]2[CH:15]=[CH:14][CH:13]=[C:12]3[C:8]=2[C:9](=[CH:26][C:18]2[NH:17][C:25]4[CH2:24][CH2:23][CH2:22][CH2:21][C:20]=4[CH:19]=2)[C:10](=[O:16])[NH:11]3)=[CH:3][CH:2]=1. Procedure details: 4-Pyridin-4-yl-1,3-dihydroindol-2-one was condensed with 4,5,6,7-tetrahydro-1H-indole-2-carbaldehyde to give the title compound. Reactants: crude crystals, C(CCCCCCCCCCCCCCCCCCCCC)OC1=CC=C(C=C1)C(C1=CC=C(C=C1)OCCCCCCCCCCCCCCCCCCCCCC)NC(OCC)=O (ethyl di(4-docosoxyphenyl)methylcarbamate), C1(=CC=CC=C1)C (toluene), C(C)O (ethanol), [OH-].[Na+] (sodium hydroxide), [OH-].[Na+] (Sodium hydroxide). Run in C(C)(=O)OCC (ethyl acetate), CCCCCC (hexane), O (water). Reaction conditions: temperature 100 celsius. Yields the product C(CCCCCCCCCCCCCCCCCCCCC)OC1=CC=C(C=C1)C(C1=CC=C(C=C1)OCCCCCCCCCCCCCCCCCCCCCC)N (di(4-docosoxyphenyl)methylamine). The yield is 98.0%. As a reaction SMILES: [CH2:1]([O:23][C:24]1[CH:29]=[CH:28][C:27]([CH:30]([NH:60]C(=O)OCC)[C:31]2[CH:36]=[CH:35][C:34]([O:37][CH2:38][CH2:39][CH2:40][CH2:41][CH2:42][CH2:43][CH2:44][CH2:45][CH2:46][CH2:47][CH2:48][CH2:49][CH2:50][CH2:51][CH2:52][CH2:53][CH2:54][CH2:55][CH2:56][CH2:57][CH2:58][CH3:59])=[CH:33][CH:32]=2)=[CH:26][CH:25]=1)[CH2:2][CH2:3][CH2:4][CH2:5][CH2:6][CH2:7][CH2:8][CH2:9][CH2:10][CH2:11][CH2:12][CH2:13][CH2:14][CH2:15][CH2:16][CH2:17][CH2:18][CH2:19][CH2:20][CH2:21][CH3:22].C1(C)C=CC=CC=1.C(O)C.[OH-].[Na+]>C(OCC)(=O)C.CCCCCC.O>[CH2:1]([O:23][C:24]1[CH:25]=[CH:26][C:27]([CH:30]([NH2:60])[C:31]2[CH:36]=[CH:35][C:34]([O:37][CH2:38][CH2:39][CH2:40][CH2:41][CH2:42][CH2:43][CH2:44][CH2:45][CH2:46][CH2:47][CH2:48][CH2:49][CH2:50][CH2:51][CH2:52][CH2:53][CH2:54][CH2:55][CH2:56][CH2:57][CH2:58][CH3:59])=[CH:33][CH:32]=2)=[CH:28][CH:29]=1)[CH2:2][CH2:3][CH2:4][CH2:5][CH2:6][CH2:7][CH2:8][CH2:9][CH2:10][CH2:11][CH2:12][CH2:13][CH2:14][CH2:15][CH2:16][CH2:17][CH2:18][CH2:19][CH2:20][CH2:21][CH3:22] |f:3.4|. Reported procedure: To crude crystals (31.9 g) of ethyl di(4-docosoxyphenyl)methylcarbamate were added toluene (300 mL), ethanol (200 mL), and sodium hydroxide (4.2 g, 105 mmol), and the mixture was refluxed under stirring at 100° C. Sodium hydroxide (total 9.8 g, 245 mmol) was added, and the mixture was stirred for 16 hours. The reaction mixture was cooled to room temperature, and water (300 mL), hexane (200 mL) and ethyl acetate (200 mL) were added for partitioning. The aqueous layer was discarded, and the organi... The reactants are N (ammonia), N (ammonia), C1CS(=O)(=O)CC1S(=O)(=O)Cl (tetrahydrothiophene-3-sulfonyl chloride 1,1-dioxide). Run in CO (MeOH), O1CCOCC1 (dioxane), O1CCOCC1 (Dioxane). Conditions: temperature 0 celsius, time 3 hour. Product: S1(CC(CC1)S(=O)(=O)N)(=O)=O (Tetrahydrothiophene-3-sulfonamide 1,1-dioxide). The yield is 81.0%. RXN SMILES: [NH3:1].[CH2:2]1[CH:8]([S:9](Cl)(=[O:11])=[O:10])[CH2:7][S:4](=[O:6])(=[O:5])[CH2:3]1>O1CCOCC1.CO>[S:4]1(=[O:6])(=[O:5])[CH2:3][CH2:2][CH:8]([S:9]([NH2:1])(=[O:11])=[O:10])[CH2:7]1. Reported procedure: Dioxane (30 mL) is saturated with ammonia and cooled down to 0° C. A solution of tetrahydrothiophene-3-sulfonyl chloride 1,1-dioxide (0.5 g; 2.3 mmol; 1 eq) in dioxane (5 mL) is then added dropwise over 10 min. The reaction mixture is allowed to return to room temperature and stirred for 3 h while keeping ammonia bubbling. The suspension is filtered through a short plug of silica using dioxane as eluent, and the resulting solution is concentrated in vacuo to give a slightly yellow oil. The oil i... Starting materials: O=C([O-])[O-], CCCC[N+](CCCC)(CCCC)CCCC, [Cs+], [Cs+], [F-], C[Si](C)(C)C(F)(F)F, CC(C)(CC(=O)C(=O)Nc1cccc2ncccc12)c1cccc2c1OCO2, CN(C)C=O, O. Product: CC(C)(CC(O)(C(=O)Nc1cccc2ncccc12)C(F)(F)F)c1cccc2c1OCO2. Reaction SMILES: [C:37](=[O:38])([O-:39])[O-:40].[CH3:44][CH2:45][CH2:46][CH2:47][N+:48]([CH2:49][CH2:50][CH2:51][CH3:52])([CH2:53][CH2:54][CH2:55][CH3:56])[CH2:57][CH2:58][CH2:59][CH3:60].[Cs+:41].[Cs+:42].[F-:43].[F:29][C:30]([F:31])([F:32])[Si:33]([CH3:34])([CH3:35])[CH3:36].[O:1]1[CH2:2][O:3][c:4]2[c:5]1[cH:6][cH:7][cH:8][c:9]2[C:10]([CH2:11][C:12]([C:13](=[O:14])[NH:15][c:16]1[c:17]2[cH:18][cH:19][cH:20][n:21][c:22]2[cH:23][cH:24][cH:25]1)=[O:26])([CH3:27])[CH3:28].[O:61]=[CH:62][N:63]([CH3:64])[CH3:65].[OH2:66]>>[O:1]1[CH2:2][O:3][c:4]2[c:5]1[cH:6][cH:7][cH:8][c:9]2[C:10]([CH2:11][C:12]([C:13](=[O:14])[NH:15][c:16]1[c:17]2[cH:18][cH:19][cH:20][n:21][c:22]2[cH:23][cH:24][cH:25]1)([OH:26])[C:30]([F:29])([F:31])[F:32])([CH3:27])[CH3:28].